Task: describe an organic reaction: reactants, conditions, products, and yield. Dataset: the Open Reaction Database (ORD), a public repository of structured organic reaction records The reactants are CC(CC(=O)C=1C=C2C=C(NC2=CC1)C(=O)O)C (5-(3-Methyl-butyryl)-1H-indole-2-carboxylic acid), C(CC(C)C)(=O)Cl (isovaleryl chloride), ice water, C(C)OC(=O)C=1NC2=CC=CC=C2C1Br (3-Bromo-1H-indole-2-carboxylic acid ethyl ester), [Al+3].[Cl-].[Cl-].[Cl-] (AlCl3). Run in [N+](=O)([O-])C (nitromethane), [N+](=O)([O-])C (nitromethane). Reaction conditions: temperature 0 celsius, time 18 hour. Yields the product C(C)OC(=O)C=1NC2=CC=C(C=C2C1Br)C(CC(C)C)=O (3-Bromo-5-(3-methyl-butyryl)-1H-indole-2-carboxylic acid ethyl ester). Yield: 67.0%. As a reaction SMILES: [CH3:1][CH:2]([CH3:18])[CH2:3][C:4](C1C=C2C(=CC=1)NC(C(O)=O)=C2)=[O:5].[CH2:19]([O:21][C:22]([C:24]1[NH:25][C:26]2[C:31]([C:32]=1[Br:33])=[CH:30][CH:29]=[CH:28][CH:27]=2)=[O:23])[CH3:20].[Al+3].[Cl-].[Cl-].[Cl-].C(Cl)(=O)CC(C)C>[N+](C)([O-])=O>[CH2:19]([O:21][C:22]([C:24]1[NH:25][C:26]2[C:31]([C:32]=1[Br:33])=[CH:30][C:29]([C:4](=[O:5])[CH2:3][CH:2]([CH3:18])[CH3:1])=[CH:28][CH:27]=2)=[O:23])[CH3:20] |f:2.3.4.5|. Reported procedure: Synthesis of 5-(3-Methyl-butyryl)-1H-indole-2-carboxylic acid (Froshauer, S. A. et al., U.S. Pat. No. 5,981,762 (1999)): 3-Bromo-1H-indole-2-carboxylic acid ethyl ester (536 mg, 2.0 mmol), is prepared by following the method given by Elliott, J. D. et al., (U.S. Pat. No. 5,684,032 (1997)) is dissolved in nitromethane (10 mL) and cooled to 0° C. AlCl3 is added to the flask. Then a solution of isovaleryl chloride (0.295 mL, 2.4 mmol) in nitromethane (2 mL) was added dropwise to the flask. The mixt... Starting materials: CN1OC2(CC(c3ccccc3)Oc3ccc(Br)cc32)N=C1N, O=C([O-])[O-], C1COCCO1, [Cs+], [Cs+], O=C(O)C(F)(F)F, O, Cl[Pd]Cl, c1ccc(P(c2ccccc2)c2ccccc2)cc1, c1ccc(P(c2ccccc2)c2ccccc2)cc1, OB(O)c1cccnc1. The product is CN1OC2(CC(c3ccccc3)Oc3ccc(-c4cccnc4)cc32)N=C1N. RXN SMILES: [Br:1][c:2]1[cH:3][c:4]2[c:9]([cH:10][cH:11]1)[O:8][CH:7]([c:12]1[cH:13][cH:14][cH:15][cH:16][cH:17]1)[CH2:6][C:5]21[N:18]=[C:19]([NH2:23])[N:20]([CH3:22])[O:21]1.[C:40](=[O:41])([O-:42])[O-:43].[CH2:46]1[O:47][CH2:48][CH2:49][O:50][CH2:51]1.[Cs+:44].[Cs+:45].[F:24][C:25]([F:26])([F:27])[C:28]([OH:29])=[O:30].[OH2:52].[Pd:53]([Cl:54])[Cl:55].[c:56]1([P:57]([c:58]2[cH:59][cH:60][cH:61][cH:62][cH:63]2)[c:64]2[cH:65][cH:66][cH:67][cH:68][cH:69]2)[cH:70][cH:71][cH:72][cH:73][cH:74]1.[c:75]1([P:76]([c:77]2[cH:78][cH:79][cH:80][cH:81][cH:82]2)[c:83]2[cH:84][cH:85][cH:86][cH:87][cH:88]2)[cH:89][cH:90][cH:91][cH:92][cH:93]1.[n:31]1[cH:32][c:33]([B:37]([OH:38])[OH:39])[cH:34][cH:35][cH:36]1>>[c:2]1(-[c:33]2[cH:32][n:31][cH:36][cH:35][cH:34]2)[cH:3][c:4]2[c:9]([cH:10][cH:11]1)[O:8][CH:7]([c:12]1[cH:13][cH:14][cH:15][cH:16][cH:17]1)[CH2:6][C:5]21[N:18]=[C:19]([NH2:23])[N:20]([CH3:22])[O:21]1. The reactants are ClC1=CC=C2C=C(N=C(C2=C1)O)N(C)C1=CC=C(OC(C(=O)OCC)C)C=C1 (ethyl 2-{4-[N-(7-chloro-1-hydroxyisoquinolin-3-yl)-N-methylamino]phenoxy}propionate), P(=O)(Br)(Br)Br (phosphorus oxybromide), ice water. Run at temperature 120 celsius. The product is BrC1=NC(=CC2=CC=C(C=C12)Cl)N(C)C1=CC=C(OC(C(=O)OCC)C)C=C1 (ethyl 2-{4-[N-(1-bromo-7-chloroisoquinolin-3-yl)-N-methylamino]phenoxy}propionate). Reaction SMILES: [Cl:1][C:2]1[CH:11]=[C:10]2[C:5]([CH:6]=[C:7]([N:13]([C:15]3[CH:28]=[CH:27][C:18]([O:19][CH:20]([CH3:26])[C:21]([O:23][CH2:24][CH3:25])=[O:22])=[CH:17][CH:16]=3)[CH3:14])[N:8]=[C:9]2O)=[CH:4][CH:3]=1.P(Br)(Br)([Br:31])=O>>[Br:31][C:9]1[C:10]2[C:5](=[CH:4][CH:3]=[C:2]([Cl:1])[CH:11]=2)[CH:6]=[C:7]([N:13]([C:15]2[CH:28]=[CH:27][C:18]([O:19][CH:20]([CH3:26])[C:21]([O:23][CH2:24][CH3:25])=[O:22])=[CH:17][CH:16]=2)[CH3:14])[N:8]=1. Procedure: A mixture of ethyl 2-{4-[N-(7-chloro-1-hydroxyisoquinolin-3-yl)-N-methylamino]phenoxy}propionate (1.00 g) and phosphorus oxybromide was heated at 120° C. for 10 mins. The mixture was cooled, poured into ice-water and extracted with dichloromethane, which was dried (MgSO4) and evaporated to give an oil. Purification by column chromatography over silica gel (eluant dichloromethane) gave ethyl 2-{4-[N-(1-bromo-7-chloroisoquinolin-3-yl)-N-methylamino]phenoxy}propionate (0.83 g) as a yellow oil. The reactants are C(C)(C)(C)OC(C1=CC(=C(C(=C1)C)OC[C@H](CNC(CO)=O)O)CC)=O (3-ethyl-4-[(S)-2-hydroxy-3-(2-hydroxy-acetylamino)-propoxy]-5-methyl-benzoic acid tert-butyl ester). Solvent: C(Cl)Cl (DCM), C(=O)(C(F)(F)F)O (TFA). Conditions: time 2 hour. Product: C(C)C=1C=C(C(=O)O)C=C(C1OC[C@H](CNC(CO)=O)O)C (3-ethyl-4-[(S)-2-hydroxy-3-(2-hydroxy-acetylamino)-propoxy]-5-methyl-benzoic acid). Yield: 43.6%. As a reaction SMILES: C([O:5][C:6](=[O:26])[C:7]1[CH:12]=[C:11]([CH3:13])[C:10]([O:14][CH2:15][C@@H:16]([OH:23])[CH2:17][NH:18][C:19](=[O:22])[CH2:20][OH:21])=[C:9]([CH2:24][CH3:25])[CH:8]=1)(C)(C)C>C(Cl)Cl.C(O)(C(F)(F)F)=O>[CH2:24]([C:9]1[CH:8]=[C:7]([CH:12]=[C:11]([CH3:13])[C:10]=1[O:14][CH2:15][C@@H:16]([OH:23])[CH2:17][NH:18][C:19](=[O:22])[CH2:20][OH:21])[C:6]([OH:26])=[O:5])[CH3:25]. Procedure details: To a cooled (0° C.) solution of 3-ethyl-4-[(S)-2-hydroxy-3-(2-hydroxy-acetylamino)-propoxy]-5-methyl-benzoic acid tert-butyl ester (5.94 g, 16.2 mmol) in DCM (100 mL), TFA (5 mL) is added. The mixture is warmed to rt and stirred for 2 h. The mixture is concentrated, dissolved in acetonitrile/water (6 mL) and separated by prep. HPLC to give the title compound as a white powder (2.20 g). LC-MS: tR=0.41 min; [M+H]+=312.18. Reactants: C(c1ccc(c2ccc(cc2F)F)o1)=O, CC1=CN=C(C=C1)N, [C-]#[N+]C1CCCCC1. The reagents and catalysts are O=C(O)C(F)(F)F (trifluoroacetic acid). Run in CC(C)O (isopropyl alcohol), CC(C)O (isopropylalcohol). Reaction conditions: temperature 22 celsius, time 20 hour. The product is Cc1ccc2nc(c(NC3CCCCC3)n2c1)c1ccc(c2ccc(cc2F)F)o1. The yield is 10.9%. As a reaction SMILES: CC1=CC=C(N)N=C1.[C-]#[N+]C1CCCCC1.FC1=CC(F)=C(C=C1)C1=CC=C(O1)C=O>>CC1=CN2C(C=C1)=NC(C1=CC=C(O1)C1=C(F)C=C(F)C=C1)=C2NC1CCCCC1. The reactants are COCCN(C)c1ccc(N)cn1, CCCc1nc(-c2ccccc2)oc1C(=O)ON1C(=O)CCC1=O. The product is CCCc1nc(-c2ccccc2)oc1C(=O)Nc1ccc(N(C)CCOC)nc1. As a reaction SMILES: [CH3:25][O:26][CH2:27][CH2:28][N:29]([c:30]1[n:31][cH:32][c:33]([NH2:36])[cH:34][cH:35]1)[CH3:37].[O:1]=[C:2]1[CH2:3][CH2:4][C:5](=[O:6])[N:7]1[O:8][C:9](=[O:10])[c:11]1[c:12]([CH2:22][CH2:23][CH3:24])[n:13][c:14](-[c:16]2[cH:17][cH:18][cH:19][cH:20][cH:21]2)[o:15]1>>[C:9](=[O:10])([c:11]1[c:12]([CH2:22][CH2:23][CH3:24])[n:13][c:14](-[c:16]2[cH:17][cH:18][cH:19][cH:20][cH:21]2)[o:15]1)[NH:36][c:33]1[cH:32][n:31][c:30]([N:29]([CH2:28][CH2:27][O:26][CH3:25])[CH3:37])[cH:35][cH:34]1.